This data is from the Open Reaction Database (ORD), a public repository of structured organic reaction records. The task is: describe an organic reaction: reactants, conditions, products, and yield The reactants are O (water), C=O (formaldehyde), ClC=1C=C(C=CC1Cl)N1OC(NC1=O)=O (2-(3,4-Dichlorophenyl)-1,2,4-oxadiazolidin-3,5-dione). Solvent: C(Cl)Cl (methylene chloride), CO (methanol), CO (methanol). Reaction conditions: time 2 hour. Product: ClC=1C=C(C=CC1Cl)N1OC(N(C1=O)CO)=O (2-(3,4-dichlorophenyl)-4-hydroxymethyl-1,2,4-oxadiazolidin-3,5-dione). Reaction SMILES: [Cl:1][C:2]1[CH:3]=[C:4]([N:9]2[C:13](=[O:14])[NH:12][C:11](=[O:15])[O:10]2)[CH:5]=[CH:6][C:7]=1[Cl:8].[CH2:16]=[O:17].O>CO.C(Cl)Cl>[Cl:1][C:2]1[CH:3]=[C:4]([N:9]2[C:13](=[O:14])[N:12]([CH2:16][OH:17])[C:11](=[O:15])[O:10]2)[CH:5]=[CH:6][C:7]=1[Cl:8]. Procedure: 2-(3,4-Dichlorophenyl)-1,2,4-oxadiazolidin-3,5-dione (0.05 mole) dissolved in methanol (100 ml) and aqueous formaldehyde (37% conc.; 0.06 mole) are charged into a glass reaction vessel equipped with a mechanical stirrer, thermometer and reflux condenser. The reaction mixture is heated at reflux, with stirring for a period of about 2 hours. After this time the reaction mixture is stripped of methanol and water, leaving a residue. This residue is dissolved in methylene chloride, and the resulting ... Reactants: OO (H2O2), CCC([BH-](C(CC)C)C(CC)C)C.[Li+] (L-Selectride), lithium tri(sec-butyl)hydridoborate, solution, C[C@@]12CCC[C@H]1C1=CCC=3C=C(C=CC3[C@H]1CC2)O (Estra-1,3,5(10),7-tetraen-3-ol), boranes, [OH-].[Na+] (NaOH). Run in O (water), C1CCOC1 (THF), CCOCC (ether). Run at time 1 hour. Product: C[C@@]12C=CC[C@H]1[C@@H]1CCC3C[C@@H](CC[C@@H]3[C@H]1CC2)O (Estra-16-en-3α-ol). The yield is 86.7%. Reaction SMILES: CCC(C)[BH-](C(C)CC)C(C)CC.[Li+].[CH3:15][C@:16]12[CH2:32][CH2:31][C@H:30]3[C:21](=[CH:22][CH2:23][C:24]4[CH:25]=[C:26]([OH:33])[CH:27]=[CH:28][C:29]=43)[C@@H:20]1[CH2:19][CH2:18][CH2:17]2.[OH-].[Na+].OO>C1COCC1.CCOCC.O>[CH3:15][C@:16]12[CH2:32][CH2:31][C@H:30]3[C@@H:21]([CH2:22][CH2:23][CH:24]4[C@@H:29]3[CH2:28][CH2:27][C@@H:26]([OH:33])[CH2:25]4)[C@@H:20]1[CH2:19][CH:18]=[CH:17]2 |f:0.1,3.4|. Reported procedure: This synthesis is depicted in FIG. 11. L-Selectride (d, lithium tri(sec-butyl)hydridoborate, 4 ml of a 1M solution in THF, 4 mmol) was added dropwise at 0° to a solution of ketone 10 (800 mg, 3.10 mmol) in dry ether (5 ml). After stirring for 1 h at 0° , water was added (10 ml). The boranes were oxidized by adding 10% aq. NaOH-solution (5 ml), followed by 30% aq. H2O2 -solution (3 ml) and stirring for 3 h at RT. After workup (ether), the crude product (790 mg, Ca. 9:1 mixture of 11 and 12) was c... Starting materials: Clc1nc(Cl)c2[nH]cnc2n1, [Na+], [OH-], O. The product is O=c1[nH]c(Cl)nc2nc[nH]c12. RXN SMILES: [Cl:1][c:2]1[n:3][c:4]([Cl:11])[c:5]2[nH:6][cH:7][n:8][c:9]2[n:10]1.[Na+:13].[OH-:12].[OH2:14]>>[Cl:1][c:2]1[nH:3][c:4](=[O:12])[c:5]2[nH:6][cH:7][n:8][c:9]2[n:10]1.